This data is from the Open Reaction Database (ORD), a public repository of structured organic reaction records. The task is: describe an organic reaction: reactants, conditions, products, and yield The reactants are P(=O)(Cl)(Cl)Cl (phosphorus oxychloride), C([O-])(O)=O.[Na+] (sodium bicarbonate), C(=O)NC=1SC=C(N1)C(C(=O)O)=O (2-(2-formylaminothiazol-4-yl)glyoxylic acid), C(=O)N=C1SC=C(N1)C(C(=O)O)=O (2-(2-formylimino-2,3-dihydrothiazol-4-yl)glyoxylic acid), CC1S[C@H]2N(C(=C1)C(=O)O)C(C2N)=O (2-methyl-7-amino-3-cephem-4-carboxylic acid), C[Si](C)(C)C(C(=O)N)[Si](C)(C)C (bis(trimethylsilyl)acetamide). Run in CN(C=O)C (dimethylformamide), O (water), C(Cl)Cl (methylene chloride). Conditions: temperature -20 celsius. Yields the product CC1S[C@H]2N(C(=C1)C(=O)O)C(C2NC(C(=O)C=2N=C(SC2)NC=O)=O)=O (2-methyl-7-[2-(2-formylaminothiazol-4-yl)glyoxylamido]-3-cephem-4-carboxylic acid). Reaction SMILES: P(Cl)(Cl)(Cl)=O.[CH:6]([NH:8][C:9]1[S:10][CH:11]=[C:12]([C:14](=[O:18])[C:15]([OH:17])=O)[N:13]=1)=[O:7].[CH3:19][CH:20]1[CH:25]=[C:24]([C:26]([OH:28])=[O:27])[N:23]2[C:29](=[O:32])[CH:30]([NH2:31])[C@H:22]2[S:21]1.C[Si](C([Si](C)(C)C)C(N)=O)(C)C.C(=O)(O)[O-].[Na+]>C(Cl)Cl.O.CN(C)C=O>[CH3:19][CH:20]1[CH:25]=[C:24]([C:26]([OH:28])=[O:27])[N:23]2[C:29](=[O:32])[CH:30]([NH:31][C:15](=[O:17])[C:14]([C:12]3[N:13]=[C:9]([NH:8][CH:6]=[O:7])[S:10][CH:11]=3)=[O:18])[C@H:22]2[S:21]1 |f:4.5|. Procedure details: To dimethylformamide (78 ml.) was added dropwise phosphorus oxychloride (11.9 g.) under stirring and ice-cooling, and the mixture was stirred for 30 minutes at 40° C. To the mixture was added 2-(2-formylaminothiazol-4-yl)glyoxylic acid, which can be represented as 2-(2-formylimino-2,3-dihydrothiazol-4-yl)glyoxylic acid, (7.8 g.) under cooling at -20° C., and then the mixture was stirred for 30 minutes under cooling at -20° to -15° C. Thus obtained mixture was added to a solution, which was prepa...